This data is from the Open Reaction Database (ORD), a public repository of structured organic reaction records. The task is: describe an organic reaction: reactants, conditions, products, and yield Starting materials: C(C)(=O)O[C@H]1[C@@H](O[C@@H]([C@H]([C@@H]1OC(C)=O)OC(C)=O)COC(C)=O)OC1=NNC(=C1CC1=CC=C(C=C1)OCCCO)C(C)C (3-(2,3,4,6-tetra-O-acetyl-β-D-glucopyranosyloxy)-4-{[4-(3-hydroxypropoxy)phenyl]-methyl}-5-isopropyl-1H-pyrazole), NC(CO)CO (2-amino-1,3-propanediol), NC(CO)(C)C (2-amino-2-methyl-1-propanol). As a reaction SMILES: C([O:4][C@@H:5]1[C@@H:10]([O:11]C(=O)C)[C@H:9]([O:15]C(=O)C)[C@@H:8]([CH2:19][O:20]C(=O)C)[O:7][C@H:6]1[O:24][C:25]1[C:29]([CH2:30][C:31]2[CH:36]=[CH:35][C:34]([O:37][CH2:38][CH2:39][CH2:40]O)=[CH:33][CH:32]=2)=[C:28]([CH:42]([CH3:44])[CH3:43])[NH:27][N:26]=1)(=O)C.[NH2:45][CH:46]([CH2:49][OH:50])[CH2:47][OH:48].NC(C)(C)CO>>[C@@H:6]1([O:24][C:25]2[C:29]([CH2:30][C:31]3[CH:32]=[CH:33][C:34]([O:37][CH2:38][CH2:39][CH2:40][NH:45][CH:46]([CH2:49][OH:50])[CH2:47][OH:48])=[CH:35][CH:36]=3)=[C:28]([CH:42]([CH3:44])[CH3:43])[NH:27][N:26]=2)[O:7][C@H:8]([CH2:19][OH:20])[C@@H:9]([OH:15])[C@H:10]([OH:11])[C@H:5]1[OH:4]. Yields the product [C@@H]1([C@H](O)[C@@H](O)[C@H](O)[C@H](O1)CO)OC1=NNC(=C1CC1=CC=C(C=C1)OCCCNC(CO)CO)C(C)C (3-(β-D-Glucopyranosyloxy)-4-[(4-{3-[2-hydroxy-1-(hydroxymethyl)ethylamino]propoxy}phenyl)methyl]-5-isopropyl-1H-pyrazole). Procedure details: The title compound was prepared in a similar manner to that described in Example 57 using 3-(2,3,4,6-tetra-O-acetyl-β-D-glucopyranosyloxy)-4-{[4-(3-hydroxypropoxy)phenyl]-methyl}-5-isopropyl-1H-pyrazole and 2-amino-1,3-propanediol instead of 3-(2,3,4,6-tetra-O-acetyl-β-D-glucopyranosyloxy)-4-{[4-(3-hydroxypropoxy)-2-methylphenyl]methyl}-5-isopropyl-1H-pyrazole and 2-amino-2-methyl-1-propanol, respectively. The reactants are [BH4-].[Na+] (Sodium borohydride), BrC1=C(C(=C(C=O)C(=C1F)F)F)F (4-bromo-2,3,5,6-tetrafluorobenzaldehyde), O (water). The solvent is CO (methanol). Conditions: temperature 18 celsius, time 2 hour. Yields the product BrC1=C(C(=C(CO)C(=C1F)F)F)F (4-bromo-2,3,5,6-tetrafluorobenzyl alcohol). The yield is 90.8%. RXN SMILES: [BH4-].[Na+].[Br:3][C:4]1[C:11]([F:12])=[C:10]([F:13])[C:7]([CH:8]=[O:9])=[C:6]([F:14])[C:5]=1[F:15].O>CO>[Br:3][C:4]1[C:5]([F:15])=[C:6]([F:14])[C:7]([CH2:8][OH:9])=[C:10]([F:13])[C:11]=1[F:12] |f:0.1|. Procedure: Sodium borohydride (1.0 g) was added portionwise over a period of 30 minutes to a stirred solution of 4-bromo-2,3,5,6-tetrafluorobenzaldehyde (8.2 g) in methanol (80 cm3) whilst the temperature was maintained within the range from -5° C. to +5° C., after which the mixture was stirred for 2 hours at the ambient temperature (ca. 18° C.). The mixture was poured into water and the precipitated white solid collected by filtration, washed with water and air dried to yield 4-bromo-2,3,5,6-tetrafluorobe... The reactants are ClC1=C(C=CC(=C1)Cl)C1=C(C(=NC=C1)NC(COC)C)N (4-(2,4-Dichloro-phenyl)-N2-(2-methoxy-1-methyl-ethyl)-pyridine-2,3-diamine), C(C(=O)C)(=O)OC (methyl pyruvate). Solvent: C1(=CC=CC=C1)C (toluene). The product is ClC1=C(C=CC(=C1)Cl)C1=CC=NC=2N(C(C(=NC21)C)=O)C(COC)C (8-(2,4-dichloro-phenyl)-4-(2-methoxy-1-methyl-ethyl)-2-methyl-4H-pyrido[2,3-b]pyrazin-3-one). The yield is 2.1%. As a reaction SMILES: [Cl:1][C:2]1[CH:7]=[C:6]([Cl:8])[CH:5]=[CH:4][C:3]=1[C:9]1[CH:14]=[CH:13][N:12]=[C:11]([NH:15][CH:16]([CH3:20])[CH2:17][O:18][CH3:19])[C:10]=1[NH2:21].[C:22](OC)(=[O:26])[C:23]([CH3:25])=O>C1(C)C=CC=CC=1>[Cl:1][C:2]1[CH:7]=[C:6]([Cl:8])[CH:5]=[CH:4][C:3]=1[C:9]1[C:10]2[N:21]=[C:23]([CH3:25])[C:22](=[O:26])[N:15]([CH:16]([CH3:20])[CH2:17][O:18][CH3:19])[C:11]=2[N:12]=[CH:13][CH:14]=1. Procedure: 4-(2,4-Dichloro-phenyl)-N2-(2-methoxy-1-methyl-ethyl)-pyridine-2,3-diamine (0.13 g, 0.40 mmol) was dissolved in toluene (20 mL), followed by methyl pyruvate (0.081 g, 0.80 mmol) and heated at reflux overnight. The reaction was concentrated in vacuo and purified by reverse phase prep HPLC to yield 3.2 mg (2%) of 8-(2,4-dichloro-phenyl)-4-(2-methoxy-1-methyl-ethyl)-2-methyl-4H-pyrido[2,3-b]pyrazin-3-one (Example 9): 1H NMR (300 MHz, CD3OD): δ 8.6 (d, 1H), 7.6 (s, 1H), 7.4–7.25 (m, 3H), 4.4 (m, 1H)... Starting materials: CSSC (Dimethyl disulfide), [Cl-].[NH4+] (ammonium chloride), CCCCCC (hexane), Mn BuLi, C(CCCCCCCCC)C=1C=C2C=CC(=CC2=CC1)OC (6-n-decyl-2-methoxynaphthalene). Solvent: C1CCOC1 (THF). Conditions: time 1 hour. The product is C(CCCCCCCCC)C=1C=C2C=C(C(=CC2=CC1)OC)SC (6-n-decyl-3-methylthio-2-methoxynaphthalene). Isolated yield 110.3%. As a reaction SMILES: CCCCCC.[CH2:7]([C:17]1[CH:18]=[C:19]2[C:24](=[CH:25][CH:26]=1)[CH:23]=[C:22]([O:27][CH3:28])[CH:21]=[CH:20]2)[CH2:8][CH2:9][CH2:10][CH2:11][CH2:12][CH2:13][CH2:14][CH2:15][CH3:16].[CH3:29][S:30]SC.[Cl-].[NH4+]>C1COCC1>[CH2:7]([C:17]1[CH:18]=[C:19]2[C:24](=[CH:25][CH:26]=1)[CH:23]=[C:22]([O:27][CH3:28])[C:21]([S:30][CH3:29])=[CH:20]2)[CH2:8][CH2:9][CH2:10][CH2:11][CH2:12][CH2:13][CH2:14][CH2:15][CH3:16] |f:3.4|. Procedure: A hexane solution of 1.57 Mn—BuLi (28 ml, 44 mmol) was added to a THF (100 ml) solution of 6-n-decyl-2-methoxynaphthalene (compound (3)-64) (12 g, 40 mmol) at −78° C., and the solution was stirred at room temperature for 1 hour. Dimethyl disulfide (4.4 ml, 48 mmol) was added to the solution at −78° C., and the solution was stirred at room temperature for 18 hours. The reaction solution was added to a saturated ammonium chloride aqueous solution (50 ml), and extracted with ether (30 ml×3). The ex... The reactants are NC1=CC(=C(OC2=CC(=NC=C2)NC(=O)N2CCN(CC2)C2CCN(CC2)C)C=C1)F (4-(4-amino-2-fluorophenoxy)-2-{[4-(1-methylpiperidin-4-yl)piperazin-1-yl]carbonylamino}pyridine), C1(=CC=CC=C1)CC(=O)N=C=O (2-phenylacetyl isocyanate). The solvent is O1CCCC1 (tetrahydrofuran), CCCCCC (hexane), C(C)(=O)OCC (ethyl acetate), CCCCCC (hexane). Reaction conditions: time 5 hour. Product: FC1=C(OC2=CC(=NC=C2)NC(=O)N2CCN(CC2)C2CCN(CC2)C)C=CC(=C1)NC(=O)NC(CC1=CC=CC=C1)=O (4-{2-Fluoro-4-[3-(2-phenylacetyl)ureido]phenoxy}-2-{[4-(1-methylpiperidin-4-yl)piperazin-1-yl]carbonylamino}pyridine). Isolated yield 61.0%. As a reaction SMILES: [NH2:1][C:2]1[CH:30]=[CH:29][C:5]([O:6][C:7]2[CH:12]=[CH:11][N:10]=[C:9]([NH:13][C:14]([N:16]3[CH2:21][CH2:20][N:19]([CH:22]4[CH2:27][CH2:26][N:25]([CH3:28])[CH2:24][CH2:23]4)[CH2:18][CH2:17]3)=[O:15])[CH:8]=2)=[C:4]([F:31])[CH:3]=1.[C:32]1([CH2:38][C:39]([N:41]=[C:42]=[O:43])=[O:40])[CH:37]=[CH:36][CH:35]=[CH:34][CH:33]=1>O1CCCC1.CCCCCC.C(OCC)(=O)C>[F:31][C:4]1[CH:3]=[C:2]([NH:1][C:42]([NH:41][C:39](=[O:40])[CH2:38][C:32]2[CH:33]=[CH:34][CH:35]=[CH:36][CH:37]=2)=[O:43])[CH:30]=[CH:29][C:5]=1[O:6][C:7]1[CH:12]=[CH:11][N:10]=[C:9]([NH:13][C:14]([N:16]2[CH2:21][CH2:20][N:19]([CH:22]3[CH2:27][CH2:26][N:25]([CH3:28])[CH2:24][CH2:23]3)[CH2:18][CH2:17]2)=[O:15])[CH:8]=1. Reported procedure: To a solution of 4-(4-amino-2-fluorophenoxy)-2-{[4-(1-methylpiperidin-4-yl)piperazin-1-yl]carbonylamino}pyridine (811 mg) in tetrahydrofuran (50 ml) was added a solution of 2-phenylacetyl isocyanate in hexane (0.25 M, 17 ml) at room temperature, followed by stirring for 5 hours. The reaction mixture was partitioned between ethyl acetate and a saturated aqueous solution of sodium hydrogencarbonate. The organic layer was washed with brine and dried over anhydrous sodium sulfate. The solvent was ev... The reactants are [H-].[Al+3].[Li+].[H-].[H-].[H-] (lithium aluminum hydride), S(=O)(=O)([O-])[O-].[Na+].[Na+] (sodium sulfate), CC1(C=2C=CC(=CC2C(CC1)(C)C)OCC1=CC=C(C=C1)C#N)C (4-cyanobenzyl 5,6,7,8-tetrahydro-5,5,8,8-tetramethyl-2-naphthyl ether), O (water). The solvent is CCOCC (ether), CCOCC (ether). The product is CC1(C=2C=CC(=CC2C(CC1)(C)C)OCC1=CC=C(C=C1)CN)C (4-Aminomethylbenzyl 5,6,7,8-tetrahydro-5,5,8,8-tetra-methyl-2-naphthyl ether). RXN SMILES: [CH3:1][C:2]1([CH3:24])[CH2:11][CH2:10][C:9]([CH3:13])([CH3:12])[C:8]2[CH:7]=[C:6]([O:14][CH2:15][C:16]3[CH:21]=[CH:20][C:19]([C:22]#[N:23])=[CH:18][CH:17]=3)[CH:5]=[CH:4][C:3]1=2.[H-].[Al+3].[Li+].[H-].[H-].[H-].O.S([O-])([O-])(=O)=O.[Na+].[Na+]>CCOCC>[CH3:1][C:2]1([CH3:24])[CH2:11][CH2:10][C:9]([CH3:12])([CH3:13])[C:8]2[CH:7]=[C:6]([O:14][CH2:15][C:16]3[CH:21]=[CH:20][C:19]([CH2:22][NH2:23])=[CH:18][CH:17]=3)[CH:5]=[CH:4][C:3]1=2 |f:1.2.3.4.5.6,8.9.10|. Procedure details: A suspension of 3 g (9.4 mmol) of 4-cyanobenzyl 5,6,7,8-tetrahydro-5,5,8,8-tetramethyl-2-naphthyl ether in 60 ml of ether was added dropwise under nitrogen to a suspension of 1 g (26 mmol) of lithium aluminum hydride in 50 ml of dry ether at 25° C. The mixture was then stirred under reflux for 3 h, cooled and hydrolyzed cautiously with water and sodium sulfate solution. The mixture was extracted three times with ether, and the combined ether extracts were washed with water, dried over Na2SO4 and... Starting materials: N1C=NC=C1 (imidazole), O1CCC(CC1)O (Tetrahydro-4-pyranol), C[Si](C)(C)Cl (TMSCl). Solvent: C(Cl)Cl (methylene chloride). Conditions: time 8 hour. Yields the product C[Si](OC1CCOCC1)(C)C (trimethyl(tetrahydro-2H-pyran-4-yloxy)silane). Isolated yield 93.7%. Reaction SMILES: [O:1]1[CH2:6][CH2:5][CH:4]([OH:7])[CH2:3][CH2:2]1.N1C=CN=C1.[CH3:13][Si:14](Cl)([CH3:16])[CH3:15]>C(Cl)Cl>[CH3:13][Si:14]([CH3:16])([CH3:15])[O:7][CH:4]1[CH2:5][CH2:6][O:1][CH2:2][CH2:3]1. Procedure: Tetrahydro-4-pyranol (1 g, 9.8 mmol) was dissolved in 30 mL of methylene chloride. To it was added imidazole (1.7 g, 24.5 mmol) followed by TMSCl (1.5 mL, 11.76 mmol). The reaction was allowed to stir at room temperature overnight. Insoluble material was removed by filtration, and the filtrate was washed with half saturated aqueous sodium bicarbonate and brine, and dried over MgSO4. The solids were filtered and solvent removed under reduced pressure to afford 1.6 g of trimethyl(tetrahydro-2H-pyr...